From a dataset of the Open Reaction Database (ORD), a public repository of structured organic reaction records. describe an organic reaction: reactants, conditions, products, and yield Starting materials: NC(=O)C1c2ccccc2-c2ccccc21, CC[N+](CC)(CC)Cc1ccccc1, C=CC(=O)CC, C1CCOC1, [OH-]. Yields the product CCC(=O)CCC1(C(N)=O)c2ccccc2-c2ccccc21. RXN SMILES: [C:1]([NH2:2])(=[O:3])[CH:4]1[c:5]2[cH:6][cH:7][cH:8][cH:9][c:10]2-[c:11]2[cH:12][cH:13][cH:14][cH:15][c:16]21.[CH2:18]([N+:19]([CH2:20][CH3:21])([CH2:22][CH3:23])[CH2:24][CH3:25])[c:26]1[cH:27][cH:28][cH:29][cH:30][cH:31]1.[CH:32](=[CH2:33])[C:34](=[O:35])[CH2:36][CH3:37].[O:38]1[CH2:39][CH2:40][CH2:41][CH2:42]1.[OH-:17]>>[C:1]([NH2:2])(=[O:3])[C:4]1([CH2:33][CH2:32][C:34](=[O:35])[CH2:36][CH3:37])[c:5]2[cH:6][cH:7][cH:8][cH:9][c:10]2-[c:11]2[cH:12][cH:13][cH:14][cH:15][c:16]21. The reactants are CO, CS(=O)(=O)c1ccc(-c2oc(CCC(=O)O)nc2-c2ccc(F)cc2)cc1, N. Yields the product CS(=O)(=O)c1ccc(-c2oc(CCC(N)=O)nc2-c2ccc(F)cc2)cc1. RXN SMILES: [CH3:29][OH:30].[F:1][c:2]1[cH:3][cH:4][c:5](-[c:8]2[n:9][c:10]([CH2:23][CH2:24][C:25](=[O:26])[OH:27])[o:11][c:12]2-[c:13]2[cH:14][cH:15][c:16]([S:19](=[O:20])(=[O:21])[CH3:22])[cH:17][cH:18]2)[cH:6][cH:7]1.[NH3:28]>>[F:1][c:2]1[cH:3][cH:4][c:5](-[c:8]2[n:9][c:10]([CH2:23][CH2:24][C:25](=[O:27])[NH2:28])[o:11][c:12]2-[c:13]2[cH:14][cH:15][c:16]([S:19](=[O:20])(=[O:21])[CH3:22])[cH:17][cH:18]2)[cH:6][cH:7]1. The reactants are N=1C=CN2C1C(=CC=C2)CC2OC(C1=CC=CC=C21)=O (3-(imidazo[1,2-a]pyridin-8-ylmethyl)isobenzofuran-1(3H)-one), C(C)[BH-](CC)CC.[Li+] (lithium triethyl borohydride). Run in C(Cl)Cl (DCM), C(Cl)Cl (DCM). Reaction conditions: temperature -78 celsius, time 30 minute. Product: N=1C=CN2C1C(=CC=C2)CC2OC(C1=CC=CC=C21)O (3-(imidazo[1,2-a]pyridin-8-ylmethyl)-1,3-dihydroisobenzofuran-1-ol). Yield: 25.0%. As a reaction SMILES: [N:1]1[CH:2]=[CH:3][N:4]2[CH:9]=[CH:8][CH:7]=[C:6]([CH2:10][CH:11]3[C:19]4[C:14](=[CH:15][CH:16]=[CH:17][CH:18]=4)[C:13](=[O:20])[O:12]3)[C:5]=12.C([BH-](CC)CC)C.[Li+]>C(Cl)Cl>[N:1]1[CH:2]=[CH:3][N:4]2[CH:9]=[CH:8][CH:7]=[C:6]([CH2:10][CH:11]3[C:19]4[C:14](=[CH:15][CH:16]=[CH:17][CH:18]=4)[CH:13]([OH:20])[O:12]3)[C:5]=12 |f:1.2|. Procedure: To a solution of 3-(imidazo[1,2-a]pyridin-8-ylmethyl)isobenzofuran-1(3H)-one (80 mg, 0.3 mmol) in DCM (6 mL) at −78° C., was added lithium triethyl borohydride (1M/THF, 0.3 mL) dropwise. The reaction mixture was stirred at −78° C. for 30 min, diluted with DCM (\; 10 mL), and quenched with MeOH (1 mL) and 5% HCl (2 mL). The mixture was warmed up to rt and stirred for 1 h. The solvents were removed and the residue was purified on RP-HPLC using CH3CN and water as eluent to give 3-(imidazo[1,2-a]pyr... Reactants: C(=O)C=1C=C(C(=O)O)C=CC1 (3-formyl benzoic acid), C(CC)NCCC (di-n-propylamine). The product is C(CC)N(C(C1=CC(=CC=C1)C=O)=O)CCC (N,N-di-n-propyl-3-formylbenzamide). As a reaction SMILES: [CH:1]([C:3]1[CH:4]=[C:5]([CH:9]=[CH:10][CH:11]=1)[C:6]([OH:8])=O)=[O:2].[CH2:12]([NH:15][CH2:16][CH2:17][CH3:18])[CH2:13][CH3:14]>>[CH2:12]([N:15]([CH2:16][CH2:17][CH3:18])[C:6](=[O:8])[C:5]1[CH:9]=[CH:10][CH:11]=[C:3]([CH:1]=[O:2])[CH:4]=1)[CH2:13][CH3:14]. Procedure: To 2 g (13.3 mmole) of 3-formyl benzoic acid was coupled with di-n-propylamine via Method I to give 2.5 g of the title compound as a white solid.